From a dataset of the Open Reaction Database (ORD), a public repository of structured organic reaction records. describe an organic reaction: reactants, conditions, products, and yield Starting materials: ClC1=C(C=CC(=C1)O)C(C(C(F)(F)F)(O)C=1C=C(C(N(C1)C)=O)C)C (5-[2-(2-chloro-4-hydroxy-phenyl)-1-hydroxy-1-trifluoromethyl-propyl]-1,3-dimethyl-1H-pyridin-2-one), COC(C1=CN=C(C(=C1)Cl)Cl)=O (methyl-5,6-dichloronicotinate), N12CCN(CC1)CC2 (1,4-diazabicyclo[2.2.2]octane). The solvent is C(C)N(CC)CC (triethylamine). Product: COC(C1=CN=C(C(=C1)Cl)OC1=CC(=C(C=C1)C(C(C(F)(F)F)(O)C1=CN(C(C(=C1)C)=O)C)C)Cl)=O (5-Chloro-6-{3-chloro-4-[2-(1,5-dimethyl-6-oxo-1,6-dihydro-pyridin-3-yl)-3,3,3-trifluoro-2-hydroxy-1-methyl-propyl]-phenoxy}-nicotinic acid methyl ester). RXN SMILES: [Cl:1][C:2]1[CH:7]=[C:6]([OH:8])[CH:5]=[CH:4][C:3]=1[CH:9]([CH3:25])[C:10]([C:16]1[CH:17]=[C:18]([CH3:24])[C:19](=[O:23])[N:20]([CH3:22])[CH:21]=1)([OH:15])[C:11]([F:14])([F:13])[F:12].[CH3:26][O:27][C:28](=[O:37])[C:29]1[CH:34]=[C:33]([Cl:35])[C:32](Cl)=[N:31][CH:30]=1.N12CCN(CC1)CC2>C(N(CC)CC)C>[CH3:26][O:27][C:28](=[O:37])[C:29]1[CH:34]=[C:33]([Cl:35])[C:32]([O:8][C:6]2[CH:5]=[CH:4][C:3]([CH:9]([CH3:25])[C:10]([C:16]3[CH:17]=[C:18]([CH3:24])[C:19](=[O:23])[N:20]([CH3:22])[CH:21]=3)([OH:15])[C:11]([F:13])([F:14])[F:12])=[C:2]([Cl:1])[CH:7]=2)=[N:31][CH:30]=1. Procedure details: In analogy to Example 163, 5-[2-(2-chloro-4-hydroxy-phenyl)-1-hydroxy-1-trifluoromethyl-propyl]-1,3-dimethyl-1H-pyridin-2-one (Example 203, step 5) was reacted with methyl-5,6-dichloronicotinate in the presence of triethylamine and 1,4-diazabicyclo[2.2.2]octane to give the title compound as a colorless solid. MS (m/e)=545.2 [M+H+]. The reactants are C1CCOC1, COS(=O)(=O)OC, NC(=NO)c1c(F)ccc(OCc2nc3cc(Cl)ccc3s2)c1F, [Na+], [OH-], O. Yields the product CON=C(N)c1c(F)ccc(OCc2nc3cc(Cl)ccc3s2)c1F. Reaction SMILES: [CH2:35]1[O:36][CH2:37][CH2:38][CH2:39]1.[CH3:27][O:28][S:29]([O:30][CH3:31])(=[O:32])=[O:33].[Cl:1][c:2]1[cH:3][cH:4][c:5]2[c:6]([n:7][c:8]([CH2:10][O:11][c:12]3[c:13]([F:23])[c:14]([C:19]([NH2:20])=[N:21][OH:22])[c:15]([F:18])[cH:16][cH:17]3)[s:9]2)[cH:24]1.[Na+:26].[OH-:25].[OH2:34]>>[Cl:1][c:2]1[cH:3][cH:4][c:5]2[c:6]([n:7][c:8]([CH2:10][O:11][c:12]3[c:13]([F:23])[c:14]([C:19]([NH2:20])=[N:21][O:22][CH3:27])[c:15]([F:18])[cH:16][cH:17]3)[s:9]2)[cH:24]1. The reactants are FC1(CCN(CC1)C(=O)C1=CC=2C(=NC=C(C2)OC2CCN(CC2)C(C)C)N1)F ((4,4-Difluoro-piperidin-1-yl)-[5-(1-isopropyl-piperidin-4-yloxy)-1H-pyrrolo[2,3-b]pyridin-2-yl]-methanone), [H-].[Na+] (sodium hydride), BrCC#N (bromoacetonitrile). Yields the product FC1(CCN(CC1)C(=O)C1=CC=2C(=NC=C(C2)OC2CCN(CC2)C(C)C)N1CC#N)F ([2-(4,4-Difluoro-piperidine-1-carbonyl)-5-(1-isopropyl-piperidin-4-yloxy)-pyrrolo[2,3-b]pyridin-1-yl]-acetonitrile). Isolated yield 61.0%. As a reaction SMILES: [F:1][C:2]1([F:29])[CH2:7][CH2:6][N:5]([C:8]([C:10]2[NH:28][C:13]3=[N:14][CH:15]=[C:16]([O:18][CH:19]4[CH2:24][CH2:23][N:22]([CH:25]([CH3:27])[CH3:26])[CH2:21][CH2:20]4)[CH:17]=[C:12]3[CH:11]=2)=[O:9])[CH2:4][CH2:3]1.[H-].[Na+].Br[CH2:33][C:34]#[N:35]>>[F:29][C:2]1([F:1])[CH2:7][CH2:6][N:5]([C:8]([C:10]2[N:28]([CH2:33][C:34]#[N:35])[C:13]3=[N:14][CH:15]=[C:16]([O:18][CH:19]4[CH2:20][CH2:21][N:22]([CH:25]([CH3:27])[CH3:26])[CH2:23][CH2:24]4)[CH:17]=[C:12]3[CH:11]=2)=[O:9])[CH2:4][CH2:3]1 |f:1.2|. Reported procedure: The title compound was synthesized in analogy to example 18 from (4,4-difluoro-piperidin-1-yl)-[5-(1-isopropyl-piperidin-4-yloxy)-1H-pyrrolo[2,3-b]pyridin-2-yl]methanone (example 13), sodium hydride and bromoacetonitrile, to give the desired product as a light yellow oil (61%). Starting materials: CC1=C(C=CC=C1)C1CC(CC(C1)=O)=O (5-(2-methylphenyl)cyclohexane-1,3-dione), [H-].[Na+] (sodium hydride), ClCC(C)=O (chloroacetone). The solvent is C(C)O (ethanol). Reaction conditions: time 20 minute. Product: CC1=COC2=C1C(CC(C2)C2=C(C=CC=C2)C)=O (3-methyl-6-(2-methylphenyl)-4,5,6,7-tetrahydrobenzofuran-4-one). The yield is 15.4%. Reaction SMILES: [H-].[Na+].[CH3:3][C:4]1[CH:9]=[CH:8][CH:7]=[CH:6][C:5]=1[CH:10]1[CH2:15][C:14](=[O:16])[CH2:13][C:12](=[O:17])[CH2:11]1.Cl[CH2:19][C:20](=O)[CH3:21]>C(O)C>[CH3:21][C:20]1[C:13]2[C:14](=[O:16])[CH2:15][CH:10]([C:5]3[CH:6]=[CH:7][CH:8]=[CH:9][C:4]=3[CH3:3])[CH2:11][C:12]=2[O:17][CH:19]=1 |f:0.1|. Reported procedure: To 60% sodium hydride (0.21 g, washed with hexane thrice) was added ethanol (30 ml), and to the mixture was added 5-(2-methylphenyl)cyclohexane-1,3-dione (1.0 g) and then was added chloroacetone (0.45 g) at 0° C. The mixture was stirred at room temperature for 20 minutes and was refluxed for 24 hours. Under reduced pressure, the solvent was evaporated, and the residue was dissolved in ethyl acetate. The solution was washed with water and saturated brine, dried with magnesium sulfate and concentr... Reactants: C1CCOC1, C[Si](C)(C)[N-][Si](C)(C)C, CCOC(C)=O, [Cl-], O=S(=O)(Cl)c1cccc(OC(F)F)c1, [Li+], Nc1cc(Br)cnc1Cl, [NH4+]. Product: O=S(=O)(Nc1cc(Br)cnc1Cl)c1cccc(OC(F)F)c1. RXN SMILES: [CH2:42]1[O:43][CH2:44][CH2:45][CH2:46]1.[CH3:10][Si:11]([N-:12][Si:13]([CH3:14])([CH3:15])[CH3:16])([CH3:17])[CH3:18].[CH3:36][CH2:37][O:38][C:39]([CH3:40])=[O:41].[Cl-:34].[F:20][CH:21]([O:22][c:23]1[cH:24][c:25]([S:29](=[O:30])(=[O:31])[Cl:32])[cH:26][cH:27][cH:28]1)[F:33].[Li+:19].[NH2:1][c:2]1[c:3]([Cl:9])[n:4][cH:5][c:6]([Br:8])[cH:7]1.[NH4+:35]>>[NH:1]([c:2]1[c:3]([Cl:9])[n:4][cH:5][c:6]([Br:8])[cH:7]1)[S:29]([c:25]1[cH:24][c:23]([O:22][CH:21]([F:20])[F:33])[cH:28][cH:27][cH:26]1)(=[O:30])=[O:31]. The reactants are C(C)(C)OCCC=CCO (5-isopropoxy-2-penten-1-ol), C1OC=2C=C(C=CC2O1)O (3,4-methylendioxy-phenol), C1(CCCCC1)N=C=NC1CCCCC1 (dicyclohexyl-carbodiimide). Solvent: CCOCC (ether). Conditions: time 16 hour. Yields the product C(C)(C)OCCC=CCOC1=CC2=C(OCO2)C=C1 (5-(5-isopropoxy-2-pentenyloxy)-1,3-benzodioxol). Reaction SMILES: [CH:1]([O:4][CH2:5][CH2:6][CH:7]=[CH:8][CH2:9][OH:10])([CH3:3])[CH3:2].[CH2:11]1[O:19][C:18]2[CH:17]=[CH:16][C:15](O)=[CH:14][C:13]=2[O:12]1.C1(N=C=NC2CCCCC2)CCCCC1>CCOCC>[CH:1]([O:4][CH2:5][CH2:6][CH:7]=[CH:8][CH2:9][O:10][C:16]1[CH:15]=[CH:14][C:13]2[O:12][CH2:11][O:19][C:18]=2[CH:17]=1)([CH3:3])[CH3:2]. Reported procedure: A mixture of 7.2 g (0.05 mol) of 5-isopropoxy-2-penten-1-ol, 6.9 g (0.05 mol) of 3,4-methylendioxy-phenol, and 10.3 g (0.05 mol) of dicyclohexyl-carbodiimide is stirred at 105° for 16 hours. After cooling 50 cc of ether are added, the mixture is filtered and the filtrate is evaporated. The residue is chromatographed on silica gel with hexane/ethyl acetate 9:1 and 5-(5-isopropoxy-2-pentenyloxy)-1,3-benzodioxol is obtained as colourless oil which is identical with the product produced in accordanc... Reactants: ClC[SiH](C)C (chloromethyldimethylsilane), [Mg] (magnesium), resultant mixture, Grignard reagent, C[SiH](Cl)Cl (methyldichlorosilane), O (water). Solvent: O1CCCC1 (tetrahydrofuran), O1CCCC1 (THF). Product: C[SiH](C)C[SiH](C[SiH](C)C)C (2,4,6-trimethyl-2,4,6-trisila-heptane). Isolated yield 91.4%. Reaction SMILES: Cl[CH2:2][SiH:3]([CH3:5])[CH3:4].[Mg].[CH3:7][SiH:8](Cl)Cl.O>O1CCCC1>[CH3:4][SiH:3]([CH2:2][SiH:8]([CH3:7])[CH2:2][SiH:3]([CH3:5])[CH3:4])[CH3:5]. Procedure details: A solution of 70 g of chloromethyldimethylsilane in 400 ml of anhydrous tetrahydrofuran (THF) was added dropwise to 20 g of magnesium powder in a flask equipped with a mechanical stirrer and a condenser. The rate of addition was regulated to maintain reflux for the Grignard solution. To this Grignard reagent solution was then added dropwise 37 g of methyldichlorosilane in 300 ml THF. The resultant mixture was stirred overnight with gentle reflux. After cooled down to room temperature, the reacti... Reactants: N#CCCOCOC1C(O)C(CO)OC1n1ccc(=O)[nH]c1=O, COc1ccc(C(Cl)(c2ccccc2)c2ccc(OC)cc2)cc1, CO, c1ccncc1. Product: COc1ccc(C(OCC2OC(n3ccc(=O)[nH]c3=O)C(OCOCCC#N)C2O)(c2ccccc2)c2ccc(OC)cc2)cc1. Reaction SMILES: [C:1](#[N:2])[CH2:3][CH2:4][O:5][CH2:6][O:7][CH:8]1[CH:9]([n:16]2[c:17](=[O:18])[nH:19][c:20](=[O:21])[cH:22][cH:23]2)[O:10][CH:11]([CH2:14][OH:15])[CH:12]1[OH:13].[CH3:30][O:31][c:32]1[cH:33][cH:34][c:35]([C:36]([c:37]2[cH:38][cH:39][c:40]([O:43][CH3:44])[cH:41][cH:42]2)([c:45]2[cH:46][cH:47][cH:48][cH:49][cH:50]2)[Cl:51])[cH:52][cH:53]1.[CH3:54][OH:55].[cH:24]1[cH:25][cH:26][n:27][cH:28][cH:29]1>>[C:1](#[N:2])[CH2:3][CH2:4][O:5][CH2:6][O:7][CH:8]1[CH:9]([n:16]2[c:17](=[O:18])[nH:19][c:20](=[O:21])[cH:22][cH:23]2)[O:10][CH:11]([CH2:14][O:15][C:36]([c:35]2[cH:34][cH:33][c:32]([O:31][CH3:30])[cH:53][cH:52]2)([c:37]2[cH:38][cH:39][c:40]([O:43][CH3:44])[cH:41][cH:42]2)[c:45]2[cH:46][cH:47][cH:48][cH:49][cH:50]2)[CH:12]1[OH:13]. Reactants: C(=O)NC=1SC(=C(N1)C(C(=O)OCC)=O)Cl (ethyl (2-formamido-5-chlorothiazol-4-yl)glyoxylate), [OH-].[K+] (potassium hydroxide), CSCON (methylthiomethoxyamine), CSCON (methylthiomethoxyamine), [OH-].[K+] (potassium hydroxide), O.NN (hydrazine hydrate), CSCON1C(C=2C(C1=O)=CC=CC2)=O (N-(methylthiomethoxy) phthalimide), Cl (hydrochloric acid), Cl (Hydrochloric acid). Solvent: N1=CC=CC=C1 (pyridine), CO (methanol), O1CCCC1 (tetrahydrofuran). Conditions: time 30 minute. Product: CSCON=C(C(=O)O)C=1N=C(SC1Cl)NC=O (2-methylthiomethoxyimino-2-(2-formamido-5-chlorothiazol-4-yl)acetic acid). RXN SMILES: O.NN.CSCON1C(=O)C2=CC=CC=C2C1=O.Cl.[CH3:20][S:21][CH2:22][O:23][NH2:24].[CH:25]([NH:27][C:28]1[S:29][C:30]([Cl:40])=[C:31]([C:33](=O)[C:34]([O:36]CC)=[O:35])[N:32]=1)=[O:26].[OH-].[K+]>CO.O1CCCC1.N1C=CC=CC=1>[CH3:20][S:21][CH2:22][O:23][N:24]=[C:33]([C:31]1[N:32]=[C:28]([NH:27][CH:25]=[O:26])[S:29][C:30]=1[Cl:40])[C:34]([OH:36])=[O:35] |f:0.1,6.7|. Reported procedure: A solution of hydrazine hydrate (2.3 g) in methanol (2.3 g) was added to a mixture of N-(methylthiomethoxy) phthalimide (10.2 g) in tetrahydrofuran (30 ml) and stirred at ambient temperature for 30 minutes. 10% Hydrochloric acid (18 ml) was added to the reaction mixture under ice-cooling and the insoluble materials were filtered off to give a solution containing methylthiomethoxyamine. On the other hand, ethyl (2-formamido-5-chlorothiazol-4-yl)glyoxylate (10 g) was added to the 1 N aqueous potas...